Task: describe an organic reaction: reactants, conditions, products, and yield. Dataset: the Open Reaction Database (ORD), a public repository of structured organic reaction records The reactants are OC1=CC=C2C(C(CSC2=C1)(CCC)C1=CC=C(C=C1)O)CCCCCCCCC(C(=O)O)CCCC(C(F)(F)F)(F)F (10-[(3RS,4RS)-7-hydroxy-3-(4-hydroxyphenyl)-3-propylthiochroman-4-yl]-2-(4,4,5,5,5-pentafluoropentyl)decanoic acid), FC(CCC(C(=O)OCC)CCCCCC=C)(C(C(C(F)(F)F)(F)F)(F)F)F (ethyl 2-(3,3,4,4,5,5,6,6,6-nonafluorohexyl)-8-nonenoate). Yields the product OC1=CC=C2C(C(CSC2=C1)(CCC)C1=CC=C(C=C1)O)CCCCCCCCC(C(=O)O)CCC(C(C(C(F)(F)F)(F)F)(F)F)(F)F (10-[(3RS,4RS)-7-hydroxy-3-(4-hydroxyphenyl)-3-propylthiochroman-4-yl]-2-(3,3,4,4,5,5,6,6,6-nonafluorohexyl)decanoic acid). RXN SMILES: [OH:1][C:2]1[CH:11]=[C:10]2[C:5]([CH:6]([CH2:22][CH2:23][CH2:24][CH2:25][CH2:26]CCCC(CCCC(F)(F)C(F)(F)F)C(O)=O)[C:7]([C:15]3[CH:20]=[CH:19][C:18]([OH:21])=[CH:17][CH:16]=3)([CH2:12][CH2:13][CH3:14])[CH2:8][S:9]2)=[CH:4][CH:3]=1.[F:44][C:45]([F:71])([C:61]([F:70])([F:69])[C:62]([F:68])([F:67])[C:63]([F:66])([F:65])[F:64])[CH2:46][CH2:47][CH:48]([CH2:54][CH2:55][CH2:56]CCC=C)[C:49]([O:51]CC)=[O:50]>>[OH:1][C:2]1[CH:11]=[C:10]2[C:5]([CH:6]([CH2:22][CH2:23][CH2:24][CH2:25][CH2:26][CH2:56][CH2:55][CH2:54][CH:48]([CH2:47][CH2:46][C:45]([F:44])([F:71])[C:61]([F:70])([F:69])[C:62]([F:67])([F:68])[C:63]([F:64])([F:65])[F:66])[C:49]([OH:51])=[O:50])[C:7]([C:15]3[CH:16]=[CH:17][C:18]([OH:21])=[CH:19][CH:20]=3)([CH2:12][CH2:13][CH3:14])[CH2:8][S:9]2)=[CH:4][CH:3]=1. Procedure: Starting with the allyl compound prepared in Example 29 and ethyl 2-(3,3,4,4,5,5,6,6,6-nonafluorohexyl)-8-nonenoate prepared separately, the same procedure as shown in Example 13 was repeated to give 10-[(3RS,4RS)-7-hydroxy-3-(4-hydroxyphenyl)-3-propylthiochroman-4-yl]-2-(3,3,4,4,5,5,6,6,6-nonafluorohexyl)decanoic acid. Starting materials: Nc1cccc(Br)c1, Fc1ccc2ncnc(Cl)c2n1, Cl, O. Product: Fc1ccc2ncnc(Nc3cccc(Br)c3)c2n1. RXN SMILES: [Br:13][c:14]1[cH:15][c:16]([NH2:17])[cH:18][cH:19][cH:20]1.[Cl:1][c:2]1[c:3]2[c:4]([n:5][cH:6][n:7]1)[cH:8][cH:9][c:10]([F:12])[n:11]2.[ClH:21].[OH2:22]>>[c:2]1([NH:17][c:16]2[cH:15][c:14]([Br:13])[cH:20][cH:19][cH:18]2)[c:3]2[c:4]([n:5][cH:6][n:7]1)[cH:8][cH:9][c:10]([F:12])[n:11]2. Starting materials: O=O (oxygene), C1(=CC=C(C=C1)C#N)C (p-tolunitrile), ON1C(N(C(N(C1=O)O)=O)O)=O (hexahydro-1,3,5-trihydroxy-1,3,5-triazine-2,4,6-trione), C(C)(=O)O (acetic acid). The reagents and catalysts are C(C)(=O)[O-].[Co+2].C(C)(=O)[O-] (cobalt(II) acetate). Run in O (H2O). Product: C(#N)C1=CC=C(C(=O)O)C=C1 (4-cyanobenzoic acid), C(#N)C1=CC=C(C=O)C=C1 (4-cyanobenzaldehyde). RXN SMILES: [C:1]1([CH3:9])[CH:6]=[CH:5][C:4]([C:7]#[N:8])=[CH:3][CH:2]=1.[OH:10]N1C(=O)N(O)C(=O)N(O)C1=O.[C:22]([OH:25])(=[O:24])[CH3:23].O=O>C([O-])(=O)C.[Co+2].C([O-])(=O)C.O>[C:7]([C:4]1[CH:5]=[CH:6][C:23]([C:22]([OH:25])=[O:24])=[CH:2][CH:3]=1)#[N:8].[C:7]([C:4]1[CH:5]=[CH:6][C:1]([CH:9]=[O:10])=[CH:2][CH:3]=1)#[N:8] |f:4.5.6|. Reported procedure: A mixture of 0.351 g of p-tolunitrile, 0.005 g of hexahydro-1,3,5-trihydroxy-1,3,5-triazine-2,4,6-trione (1% by mole relative to p-tolunitrile), 5 g of acetic acid and 0.004 g of cobalt(II) acetate.4 H2O was stirred at 100° C. in an atmosphere of oxygene gas (1 atm=0.1 MPa) for 14 hours. The resulting product in the reaction mixture was analyzed by gas chromatography and was found to yield 4-cyanobenzoic acid and 4-cyanobenzaldehyde in 74% and 1% yields, respectively, at 81% conversion of p-tolu... The reactants are C(C1=CC=CC=C1)OC1=CC(=C(C=O)C(=C1)C)C (4-benzyloxy-2,6-dimethylbenzaldehyde), O1CCCC1 (tetrahydrofuran), [Cl-].[NH4+] (ammonium chloride), O1C=CC=C1 (furan), O1CCCC1 (tetrahydrofuran), C(CCC)[Li] (n-butyllithium). Conditions: temperature -78 celsius, time 30 minute. Yields the product C(C1=CC=CC=C1)OC1=CC(=C(C(=C1)C)C1=C(OC=C1)CO)C (([4-benzyloxy-2,6-dimethylphenyl]furan-2-yl)methanol). RXN SMILES: [O:1]1[CH:5]=[CH:4][CH:3]=[CH:2]1.C([Li])CCC.[CH2:11]([O:18][C:19]1[CH:26]=[C:25]([CH3:27])[C:22](C=O)=[C:21]([CH3:28])[CH:20]=1)[C:12]1[CH:17]=[CH:16][CH:15]=[CH:14][CH:13]=1.[Cl-].[NH4+].[O:31]1CCC[CH2:32]1>>[CH2:11]([O:18][C:19]1[CH:26]=[C:25]([CH3:27])[C:22]([C:3]2[CH:4]=[CH:5][O:1][C:2]=2[CH2:32][OH:31])=[C:21]([CH3:28])[CH:20]=1)[C:12]1[CH:17]=[CH:16][CH:15]=[CH:14][CH:13]=1 |f:3.4|. Reported procedure: To a solution of furan (10.9 ml, 150 mmol) in dry tetrahydrofuran (200 ml) is added dropwise, under nitrogen, n-butyllithium (2.5 M solution in hexane, 50 ml, 125 mmol) at −78° C. When the addition is complete, the reaction is stirred for 30 minutes at −78° C. A solution of 4-benzyloxy-2,6-dimethylbenzaldehyde (23.0 g, 96 mmol) in dry tetrahydrofuran (100 ml) is added dropwise over 30 minutes. On completion of the addition, the reaction is allowed to warm to room temperature and stirring is cont... The reactants are C(C)(C)(C)C=1C=C(C=C2C(NCC2)=O)C=C(C1O)C(C)(C)C (3-(3,5-Di-tert-butyl-4-hydroxybenzylidene)pyrrolidin-2-one), C(C1=CC=CC=C1)ONC(OC1=CC=CC=C1)=O (phenyl N-benzyloxycarbamate). Run in N1=CC=CC=C1 (pyridine). The product is C(C1=CC=CC=C1)ONC(=O)N1C(C(CC1)=CC1=CC(=C(C(=C1)C(C)(C)C)O)C(C)(C)C)=O (1-(N-benzyloxycarbamoyl)-3-(3,5-di-tert-butyl-4-hydroxybenzylidene)pyrrolidin- 2-one). The yield is 61.0%. As a reaction SMILES: [C:1]([C:5]1[CH:6]=[C:7]([CH:15]=[C:16]([C:19]([CH3:22])([CH3:21])[CH3:20])[C:17]=1[OH:18])[CH:8]=[C:9]1[CH2:13][CH2:12][NH:11][C:10]1=[O:14])([CH3:4])([CH3:3])[CH3:2].[CH2:23]([O:30][NH:31][C:32](=O)[O:33]C1C=CC=CC=1)[C:24]1[CH:29]=[CH:28][CH:27]=[CH:26][CH:25]=1>N1C=CC=CC=1>[CH2:23]([O:30][NH:31][C:32]([N:11]1[CH2:12][CH2:13][C:9](=[CH:8][C:7]2[CH:6]=[C:5]([C:1]([CH3:4])([CH3:3])[CH3:2])[C:17]([OH:18])=[C:16]([C:19]([CH3:22])([CH3:21])[CH3:20])[CH:15]=2)[C:10]1=[O:14])=[O:33])[C:24]1[CH:29]=[CH:28][CH:27]=[CH:26][CH:25]=1. Procedure details: 3-(3,5-Di-tert-butyl-4-hydroxybenzylidene)pyrrolidin-2-one (600 mg, 2 mmole) and phenyl N-benzyloxycarbamate (490 mg, 2.01 mmole) were dissolved into 8 ml of pyridine and the solution was heated under reflux for 12 hours. The reaction mixture was evaporated and the obtained residue was dissolved into ethyl acetate, which was washed with an aqueous solution of 0.1N hydrochloric acid, water, and saturated brine, dried over magnesium sulfate, and evaporated. The obtained residue was separated by us...